Dataset: the Open Reaction Database (ORD), a public repository of structured organic reaction records. Task: describe an organic reaction: reactants, conditions, products, and yield Reactants: BrC1=CC=C(C2=CC(=CC=C12)O)NC(=O)OC(C)(C)C (4-bromo-1-tert-butoxycarbonylaminonaphth-7-ol), [Si](C)(C)(C(C)(C)C)Cl (tert-butyldimethylsilyl chloride), N1C=NC=C1 (imidazole). Solvent: CN(C)C=O (DMF). The product is BrC1=CC=C(C2=CC(=CC=C12)O[Si](C)(C)C(C)(C)C)NC(=O)OC(C)(C)C (4-Bromo-1-(tert-butoxycarbonylamino)-7-(tert-butyldimethylsilyloxy) naphthalene). Reaction SMILES: [Br:1][C:2]1[C:11]2[C:6](=[CH:7][C:8]([OH:12])=[CH:9][CH:10]=2)[C:5]([NH:13][C:14]([O:16][C:17]([CH3:20])([CH3:19])[CH3:18])=[O:15])=[CH:4][CH:3]=1.[Si:21](Cl)([C:24]([CH3:27])([CH3:26])[CH3:25])([CH3:23])[CH3:22].N1C=CN=C1>CN(C=O)C>[Br:1][C:2]1[C:11]2[C:6](=[CH:7][C:8]([O:12][Si:21]([C:24]([CH3:27])([CH3:26])[CH3:25])([CH3:23])[CH3:22])=[CH:9][CH:10]=2)[C:5]([NH:13][C:14]([O:16][C:17]([CH3:20])([CH3:19])[CH3:18])=[O:15])=[CH:4][CH:3]=1. Procedure: A mixture of 4-bromo-1-tert-butoxycarbonylaminonaphth-7-ol, as described above in Step C, (1.62 g, 4.80 mmol), tert-butyldimethylsilyl chloride (1.09 g, 7.20 mmol), and imidazole (0.82 g, 12 mmol), was stirred in dry DMF (40 mL) at ambient temperature for 18 hours. The solvent was removed under reduced pressure, and the residue was partitioned between H2O (100 mL) and Et2O (200 mL). The organic extract was dried over Na2SO4, filtered, and concentrated in vacuo. The crude product was purified by ... Starting materials: C(C)N1C=C(C(C2=CC(=C(C=C12)F)F)=O)C(=O)O (1-ethyl-6,7-difluoro-1,4-dihydro-4-oxoquinoline-3-carboxylic acid), NC=1C=C2CNCC2=CC1 (5-aminoisoindoline), C1CCC2=NCCCN2CC1 (DBU). The solvent is CN(C)C=O (DMF). Yields the product NC=1C=C2CN(CC2=CC1)C1=C(C=C2C(C(=CN(C2=C1)CC)C(=O)O)=O)F (7-(5-amino-2-isoindolinyl)-1-ethyl-6-fluoro-1,4-dihydro-4-oxoquinoline-3-carboxylic acid). The yield is 24.5%. As a reaction SMILES: [CH2:1]([N:3]1[C:12]2[C:7](=[CH:8][C:9]([F:14])=[C:10](F)[CH:11]=2)[C:6](=[O:15])[C:5]([C:16]([OH:18])=[O:17])=[CH:4]1)[CH3:2].[NH2:19][C:20]1[CH:21]=[C:22]2[C:26](=[CH:27][CH:28]=1)[CH2:25][NH:24][CH2:23]2.C1CCN2C(=NCCC2)CC1>CN(C=O)C>[NH2:19][C:20]1[CH:21]=[C:22]2[C:26](=[CH:27][CH:28]=1)[CH2:25][N:24]([C:10]1[CH:11]=[C:12]3[C:7]([C:6](=[O:15])[C:5]([C:16]([OH:18])=[O:17])=[CH:4][N:3]3[CH2:1][CH3:2])=[CH:8][C:9]=1[F:14])[CH2:23]2. Procedure: 177 mg of 1-ethyl-6,7-difluoro-1,4-dihydro-4-oxoquinoline-3-carboxylic acid, 113 mg of 5-aminoisoindoline, 213 mg of DBU, and 1.5 ml of anhydrous DMF were processed in the same manner as in Example 2 to produce 63 mg of the target compound.